describe an organic reaction: reactants, conditions, products, and yield From a dataset of the Open Reaction Database (ORD), a public repository of structured organic reaction records. Reactants: CC(=O)O[BH-](OC(C)=O)OC(C)=O, C=O, CCCCc1nnc(OC2CCNCC2)cc1-c1ccc(OC2CCCCC2)c(C(=O)OC)c1, CC(=O)O, ClCCl, Cl, Cl, [Na+], O. Yields the product CCCCc1nnc(OC2CCN(C)CC2)cc1-c1ccc(OC2CCCCC2)c(C(=O)OC)c1. As a reaction SMILES: [C:40]([O:41][BH-:42]([O:43][C:44](=[O:45])[CH3:46])[O:47][C:48](=[O:49])[CH3:50])(=[O:51])[CH3:52].[CH2:37]=[O:38].[CH3:3][O:4][C:5]([c:6]1[c:7]([O:29][CH:30]2[CH2:31][CH2:32][CH2:33][CH2:34][CH2:35]2)[cH:8][cH:9][c:10](-[c:12]2[c:13]([CH2:25][CH2:26][CH2:27][CH3:28])[n:14][n:15][c:16]([O:18][CH:19]3[CH2:20][CH2:21][NH:22][CH2:23][CH2:24]3)[cH:17]2)[cH:11]1)=[O:36].[CH3:57][C:58](=[O:59])[OH:60].[Cl:54][CH2:55][Cl:56].[ClH:1].[ClH:2].[Na+:53].[OH2:39]>>[CH3:3][O:4][C:5]([c:6]1[c:7]([O:29][CH:30]2[CH2:31][CH2:32][CH2:33][CH2:34][CH2:35]2)[cH:8][cH:9][c:10](-[c:12]2[c:13]([CH2:25][CH2:26][CH2:27][CH3:28])[n:14][n:15][c:16]([O:18][CH:19]3[CH2:20][CH2:21][N:22]([CH3:40])[CH2:23][CH2:24]3)[cH:17]2)[cH:11]1)=[O:36]. Starting materials: O[C@H](C)[C@@H]1[C@@H]2N(C(C([C@@H]2C)=O)C(=O)OCC2=CC=C(C=C2)[N+](=O)[O-])C1=O (4-nitrobenzyl (1R,5R,6S)-6-[(1R)-1-hydroxyethyl]-1-methyl-2-oxo-1-carbapenam-3-carboxylate), C1(=CC=CC=C1)P(=O)(C1=CC=CC=C1)Cl (diphenylphosphoryl chloride), C(C)(C)N(CC)C(C)C (diisopropylethylamine), C(C)(C)N(CC)C(C)C (diisopropylethyl-amine), FC(S(=O)(=O)O)(F)F.S[C@H]1C[C@H](N(C1)C(=O)OCC1=CC=C(C=C1)[N+](=O)[O-])C(=O)N1CCN(CC1)CCOC(N)=O ((2S,4S)-4-mercapto-2-[4-(2-carbamoyloxyethyl)-1-piperazinylcarbonyl]-1-(4-nitrobenzyloxycarbonyl)pyrrolidine trifluoromethane-sulfonate). Run in C(C)#N (acetonitrile), C(C)#N (acetonitrile). Run at time 1 hour. Product: C(N)(=O)OCCN1CCN(CC1)C(=O)[C@H]1N(C[C@H](C1)SC=1[C@@H]([C@H]2N(C1C(=O)OCC1=CC=C(C=C1)[N+](=O)[O-])C([C@@H]2[C@@H](C)O)=O)C)C(=O)OCC2=CC=C(C=C2)[N+](=O)[O-] (4-Nitrobenzyl (1R,5S,6S)-2-{(2S,4S)-2-[4-(2-carbamoyloxyethyl)-1-piperazinylcarbonyl]-1-(4-nitro-benzyloxycarbonyl)pyrrolidin-4-ylthio}-6-[(1R)-1-hydroxyethyl]-1-methyl-1-carbapen-2-em-3-carboxylate). The yield is 28.6%. As a reaction SMILES: C1(P(Cl)(C2C=CC=CC=2)=O)C=CC=CC=1.C(N(C(C)C)CC)(C)C.[OH:25][C@@H:26]([C@H:28]1[C:49](=[O:50])[N:30]2[CH:31]([C:36]([O:38][CH2:39][C:40]3[CH:45]=[CH:44][C:43]([N+:46]([O-:48])=[O:47])=[CH:42][CH:41]=3)=[O:37])[C:32](=O)[C@H:33]([CH3:34])[C@H:29]12)[CH3:27].FC(F)(F)S(O)(=O)=O.[SH:59][C@@H:60]1[CH2:64][N:63]([C:65]([O:67][CH2:68][C:69]2[CH:74]=[CH:73][C:72]([N+:75]([O-:77])=[O:76])=[CH:71][CH:70]=2)=[O:66])[C@H:62]([C:78]([N:80]2[CH2:85][CH2:84][N:83]([CH2:86][CH2:87][O:88][C:89](=[O:91])[NH2:90])[CH2:82][CH2:81]2)=[O:79])[CH2:61]1>C(#N)C>[C:89]([O:88][CH2:87][CH2:86][N:83]1[CH2:82][CH2:81][N:80]([C:78]([C@@H:62]2[CH2:61][C@H:60]([S:59][C:32]3[C@H:33]([CH3:34])[C@@H:29]4[C@@H:28]([C@H:26]([OH:25])[CH3:27])[C:49](=[O:50])[N:30]4[C:31]=3[C:36]([O:38][CH2:39][C:40]3[CH:45]=[CH:44][C:43]([N+:46]([O-:48])=[O:47])=[CH:42][CH:41]=3)=[O:37])[CH2:64][N:63]2[C:65]([O:67][CH2:68][C:69]2[CH:70]=[CH:71][C:72]([N+:75]([O-:77])=[O:76])=[CH:73][CH:74]=2)=[O:66])=[O:79])[CH2:85][CH2:84]1)(=[O:91])[NH2:90] |f:3.4|. Reported procedure: 91 μl of diphenylphosphoryl chloride and 77 μl of diisopropylethylamine were added dropwise, whilst ice-cooling, to a solution of 152 mg of 4-nitrobenzyl (1R,5R,6S)-6-[(1R)-1-hydroxyethyl]-1-methyl-2-oxo-1-carbapenam-3-carboxylate in 2.0 ml of dry acetonitrile, and the resulting mixture was stirred at the same temperature for 1 hour. 176 μl of diisopropylethyl-amine and a solution of 318 mg of (2S,4S)-4-mercapto-2-[4-(2-carbamoyloxyethyl)-1-piperazinylcarbonyl]-1-(4-nitrobenzyloxycarbonyl)pyrrol... The reactants are FC(C(=O)O)(F)F.BrC1=CC(=C(C=C1)NC=1C(=CC2=C(N=CN2C)C1F)C(=O)NOCCOC(C(C(C)C)N)=O)Cl (2-amino-3-methylbutyric acid 2-{[6-(4-bromo-2-chlorophenylamino)-7-fluoro-3-methyl-3H-benzoimidazole-5-carbonyl]-aminooxy}-ethylester trifluoroacetic acid salt), C(=O)(O)[O-].[Na+] (NaHCO3), O (Water). Solvent: CCOC(=O)C (EtOAc). Product: BrC1=CC(=C(C=C1)NC=1C(=CC2=C(N=CN2C)C1F)C(=O)NOCCOC(C(C(C)C)N)=O)Cl (2-amino-3-methylbutyric acid 2-{[6-(4-bromo-2-chlorophenylamino)-7-fluoro-3-methyl-3H-benzoimidazole-5-carbonyl]-aminooxy}-ethylester). The yield is 86.4%. As a reaction SMILES: FC(F)(F)C(O)=O.[Br:8][C:9]1[CH:14]=[CH:13][C:12]([NH:15][C:16]2[C:17]([C:27]([NH:29][O:30][CH2:31][CH2:32][O:33][C:34](=[O:40])[CH:35]([NH2:39])[CH:36]([CH3:38])[CH3:37])=[O:28])=[CH:18][C:19]3[N:23]([CH3:24])[CH:22]=[N:21][C:20]=3[C:25]=2[F:26])=[C:11]([Cl:41])[CH:10]=1.C([O-])(O)=O.[Na+].O>CCOC(C)=O>[Br:8][C:9]1[CH:14]=[CH:13][C:12]([NH:15][C:16]2[C:17]([C:27]([NH:29][O:30][CH2:31][CH2:32][O:33][C:34](=[O:40])[CH:35]([NH2:39])[CH:36]([CH3:38])[CH3:37])=[O:28])=[CH:18][C:19]3[N:23]([CH3:24])[CH:22]=[N:21][C:20]=3[C:25]=2[F:26])=[C:11]([Cl:41])[CH:10]=1 |f:0.1,2.3|. Procedure details: 2-amino-3-methylbutyric acid 2-{[6-(4-bromo-2-chlorophenylamino)-7-fluoro-3-methyl-3H-benzoimidazole-5-carbonyl]-aminooxy}-ethylester trifluoroacetic acid salt (474 mg) was suspended in 80 mL of EtOAc. Addition of 15 mL of saturated aqueous NaHCO3 solution gave a biphasic mixture and dissolved most of the solids. Water (5 mL) was added to dissolve some turbidity seen in the aqueous layer. The layers were separated and the aqueous layer was extracted with 20 mL of EtOAc. The combined EtOAc layer ... Starting materials: CS(C)=O, Cl, FC(F)(F)N1CCNCC1, O, Cc1ccc(S(=O)(=O)Oc2ccc3c(=O)c(C(=O)O)cn4c3c2CCC4)cc1. The product is O=C(O)c1cn2c3c(c(N4CCN(C(F)(F)F)CC4)ccc3c1=O)CCC2. Reaction SMILES: [CH3:39][S:40](=[O:41])[CH3:42].[ClH:43].[F:29][C:30]([N:31]1[CH2:32][CH2:33][NH:34][CH2:35][CH2:36]1)([F:37])[F:38].[OH2:44].[c:1]1([CH3:2])[cH:3][cH:4][c:5]([S:6]([O:7][c:11]2[cH:12][cH:13][c:14]3[c:15](=[O:27])[c:16]([C:24](=[O:25])[OH:26])[cH:17][n:18]4[c:23]3[c:22]2[CH2:21][CH2:20][CH2:19]4)(=[O:8])=[O:9])[cH:10][cH:28]1>>[c:11]1([N:34]2[CH2:33][CH2:32][N:31]([C:30]([F:29])([F:37])[F:38])[CH2:36][CH2:35]2)[cH:12][cH:13][c:14]2[c:15](=[O:27])[c:16]([C:24](=[O:25])[OH:26])[cH:17][n:18]3[c:23]2[c:22]1[CH2:21][CH2:20][CH2:19]3. Reactants: [Cl-], ClCCCl, Cl, O=N[O-], CCOC(=O)c1cnn(-c2ccccn2)c1N, NC(N)=O, [Na+], O=S=O, O. Yields the product CCOC(=O)c1cnn(-c2ccccn2)c1S(N)(=O)=O. As a reaction SMILES: [Cl-:29].[Cl:32][CH2:33][CH2:34][Cl:35].[ClH:30].[N:18]([O-:19])=[O:20].[NH2:1][c:2]1[c:3]([C:13](=[O:14])[O:15][CH2:16][CH3:17])[cH:4][n:5][n:6]1-[c:7]1[n:8][cH:9][cH:10][cH:11][cH:12]1.[NH2:22][C:23](=[O:24])[NH2:25].[Na+:21].[O:26]=[S:27]=[O:28].[OH2:31]>>[c:2]1([S:27]([NH2:22])(=[O:26])=[O:28])[c:3]([C:13](=[O:14])[O:15][CH2:16][CH3:17])[cH:4][n:5][n:6]1-[c:7]1[n:8][cH:9][cH:10][cH:11][cH:12]1. Starting materials: NCC=1C=C(C=CC1)C=1C=NC(=NC1)N1CCC(CC1)C(=O)OCC (Ethyl 1-{5-[3-(aminomethyl)phenyl]pyrimidin-2-yl}piperidine-4-carboxylate), C1=CN(C=N1)C(=O)N2C=CN=C2 (CDI), CN(C)C=O (DMF). Reaction conditions: time 1 hour. Yields the product C(N)(=N)NC(=O)NCC=1C=C(C=CC1)C=1C=NC(=NC1)N1CCC(CC1)C(=O)OCC (ethyl 1-[5-(3-{[(carbamimidoylcarbamoyl)amino]methyl}phenyl)pyrimidin-2-yl]piperidine-4-carboxylate). Reaction SMILES: [NH2:1][CH2:2][C:3]1[CH:4]=[C:5]([C:9]2[CH:10]=[N:11][C:12]([N:15]3[CH2:20][CH2:19][CH:18]([C:21]([O:23][CH2:24][CH3:25])=[O:22])[CH2:17][CH2:16]3)=[N:13][CH:14]=2)[CH:6]=[CH:7][CH:8]=1.C1N=CN([C:31]([N:33]2[CH:37]=[N:36]C=C2)=[O:32])C=1.C[N:39](C=O)C>>[C:37]([NH:33][C:31]([NH:1][CH2:2][C:3]1[CH:4]=[C:5]([C:9]2[CH:10]=[N:11][C:12]([N:15]3[CH2:16][CH2:17][CH:18]([C:21]([O:23][CH2:24][CH3:25])=[O:22])[CH2:19][CH2:20]3)=[N:13][CH:14]=2)[CH:6]=[CH:7][CH:8]=1)=[O:32])(=[NH:36])[NH2:39]. Reported procedure: Ethyl 1-{5-[3-(aminomethyl)phenyl]pyrimidin-2-yl}piperidine-4-carboxylate (303 mg) was mixed with DMF (5 ml), and CDI (188 mg) was added thereto, followed by stirring at room temperature for 1 hour. The reaction mixture was concentrated under reduced pressure, and EtOAc and a saturated aqueous sodium hydrogen carbonate solution were then added thereto. The organic layer was dried over Na2SO4 and concentrated under reduced pressure. Guanidine hydrochloride (170 mg) and sodium hydride (55% suspend... The reactants are ClC1=CC=C(C#N)C=C1 (4-chlorobenzonitrile), C(CC(=O)C)(=O)OCC (ethyl acetoacetate). Yields the product C(C)OC(C(C(C)=O)=C(C1=CC=C(C=C1)Cl)N)=O (2-[Amino-(4-chloro-phenyl)-methylene]-3-oxo-butyric acid ethyl ester). RXN SMILES: [Cl:1][C:2]1[CH:9]=[CH:8][C:5]([C:6]#[N:7])=[CH:4][CH:3]=1.[C:10]([O:16][CH2:17][CH3:18])(=[O:15])[CH2:11][C:12]([CH3:14])=[O:13]>>[CH2:17]([O:16][C:10](=[O:15])[C:11](=[C:6]([NH2:7])[C:5]1[CH:8]=[CH:9][C:2]([Cl:1])=[CH:3][CH:4]=1)[C:12](=[O:13])[CH3:14])[CH3:18]. Procedure: The title compound was synthesized in analogy to Example 1 from 4-chlorobenzonitrile and ethyl acetoacetate: MS (m/z) 268.2 (M+1).